Dataset: the Open Reaction Database (ORD), a public repository of structured organic reaction records. Task: describe an organic reaction: reactants, conditions, products, and yield The reactants are CN(C)\C=C\1/C(C2=CC=CC=C2[C@@H](C1)C1=C(C=CC=C1)F)=O ((R,Z)-2-((dimethylamino)methylene)-4-(2-fluorophenyl)-3,4-dihydronaphthalen-1(2H)-one), OCCCCN1CCN(CC1)C1=CC=C(C=C1)NC(=N)N (1-(4-(4-(4-hydroxybutyl)piperazin-1-yl)phenyl)guanidine). Yields the product FC1=C(C=CC=C1)[C@@H]1CC=2C=NC(=NC2C2=C1C=CC=C2)NC2=CC=C(C=C2)N2CCN(CC2)CCCCO ((R)-4-(4-(4-(6-(2-fluorophenyl)-5,6-dihydrobenzo[h]quinazolin-2-ylamino)phenyl)piperazin-1-yl)butan-1-ol). RXN SMILES: CN(/[CH:4]=[C:5]1\[C:6](=O)[C:7]2[C:12]([C@H:13]([C:15]3[CH:20]=[CH:19][CH:18]=[CH:17][C:16]=3[F:21])[CH2:14]\1)=[CH:11][CH:10]=[CH:9][CH:8]=2)C.[OH:23][CH2:24][CH2:25][CH2:26][CH2:27][N:28]1[CH2:33][CH2:32][N:31]([C:34]2[CH:39]=[CH:38][C:37]([NH:40][C:41]([NH2:43])=[NH:42])=[CH:36][CH:35]=2)[CH2:30][CH2:29]1>>[F:21][C:16]1[CH:17]=[CH:18][CH:19]=[CH:20][C:15]=1[C@H:13]1[C:12]2[CH:11]=[CH:10][CH:9]=[CH:8][C:7]=2[C:6]2[N:43]=[C:41]([NH:40][C:37]3[CH:38]=[CH:39][C:34]([N:31]4[CH2:30][CH2:29][N:28]([CH2:27][CH2:26][CH2:25][CH2:24][OH:23])[CH2:33][CH2:32]4)=[CH:35][CH:36]=3)[N:42]=[CH:4][C:5]=2[CH2:14]1. Reported procedure: This was synthesized by using (R,Z)-2-((dimethylamino)methylene)-4-(2-fluorophenyl)-3,4-dihydronaphthalen-1(2H)-one and 1-(4-(4-(4-hydroxybutyl)piperazin-1-yl)phenyl)guanidine as described in general procedure 1. LCMS m/e 524 (M+H).